Dataset: the Open Reaction Database (ORD), a public repository of structured organic reaction records. Task: describe an organic reaction: reactants, conditions, products, and yield Reactants: CN(C)C=O, C[Si](C)(CCl)c1ccc(Cl)cc1, [Na], O, c1c[nH]cn1. The product is C[Si](C)(Cn1ccnc1)c1ccc(Cl)cc1. RXN SMILES: [CH3:19][N:20]([CH3:21])[CH:22]=[O:23].[Cl:1][CH2:2][Si:3]([CH3:4])([CH3:5])[c:6]1[cH:7][cH:8][c:9]([Cl:12])[cH:10][cH:11]1.[Na:13].[OH2:24].[nH:14]1[cH:15][n:16][cH:17][cH:18]1>>[CH2:2]([Si:3]([CH3:4])([CH3:5])[c:6]1[cH:7][cH:8][c:9]([Cl:12])[cH:10][cH:11]1)[n:14]1[cH:15][n:16][cH:17][cH:18]1. As a reaction SMILES: [Cl:1][c:2]1[cH:3][n:4][c:5]([O:11][c:12]2[cH:13][n:14][cH:15][c:16]([Cl:18])[cH:17]2)[c:6]([C:7](=[O:8])[OH:9])[cH:10]1.[NH2:19][CH:20]([CH3:21])[c:22]1[cH:23][cH:24][c:25]([C:26](=[O:27])[O:28][C:29]([CH3:30])([CH3:31])[CH3:32])[cH:33][cH:34]1>>[Cl:1][c:2]1[cH:3][n:4][c:5]([O:11][c:12]2[cH:13][n:14][cH:15][c:16]([Cl:18])[cH:17]2)[c:6]([C:7](=[O:9])[NH:19][CH:20]([CH3:21])[c:22]2[cH:23][cH:24][c:25]([C:26](=[O:27])[O:28][C:29]([CH3:30])([CH3:31])[CH3:32])[cH:33][cH:34]2)[cH:10]1. Reactants: O=C(O)c1cc(Cl)cnc1Oc1cncc(Cl)c1, CC(N)c1ccc(C(=O)OC(C)(C)C)cc1. Yields the product CC(NC(=O)c1cc(Cl)cnc1Oc1cncc(Cl)c1)c1ccc(C(=O)OC(C)(C)C)cc1.